Dataset: the Open Reaction Database (ORD), a public repository of structured organic reaction records. Task: describe an organic reaction: reactants, conditions, products, and yield The reactants are [Li] (lithium), [F-].[Na+] (Sodium fluoride), O (water), CS(=O)(=O)O.N[C@H]1C=C[C@H](C1)C(=O)O ((−)-(1S, 4R)-4-amino-2-cyclopentene-1-carboxylic acid methanesulfonate), O (Water), 2.2.1hept-5-en-3-one. Run in O1CCCC1 (tetrahydrofuran), O1CCCC1 (tetrahydrofuran), O1CCCC1 (tetrahydrofuran). Conditions: temperature 35 celsius, time 17 hour. Yields the product CS(=O)(=O)O (methanesulfonic acid), N[C@H]1C=C[C@H](C1)CO ((−)-(1S, 4R)-4-amino-2-cyclopentene-1-methanol). RXN SMILES: O.[CH3:2][S:3]([OH:6])(=[O:5])=[O:4].[NH2:7][C@@H:8]1[CH2:12][C@H:11]([C:13](O)=[O:14])[CH:10]=[CH:9]1.[Li].[F-].[Na+]>O1CCCC1>[CH3:2][S:3]([OH:6])(=[O:5])=[O:4].[NH2:7][C@@H:8]1[CH2:12][C@H:11]([CH2:13][OH:14])[CH:10]=[CH:9]1 |f:1.2,4.5,^1:15|. Procedure details: A solution of (−)-2-azabicyclo[2.2.1hept-5-en-3-one (Enzymatix lot #LN 1253, 30.0 g, 275 mmol) in anhydrous tetrahydrofuran (150 mL) in a 2 L 3-neck round bottom flask under nitrogen was equipped with a thermometer and mechanical stirrer, then warmed to 35° C. (most of solid dissolved). Meanwhile, a solution of methanesulfonic acid (28.0 g, 291 mmol) and water (5.35 g, 297 mmol) in tetrahydrofuran (50 mL) was prepared (caution-mixing is highly exothermic). This solution was slowly added dropwise... Reactants: O (water), ClC=1C=C(C=CC1)C1=CNC(C=2C=CC=NC12)=O (8-(3-chlorophenyl)-1,6-naphthyridin-5-one), C([O-])([O-])=O.[K+].[K+] (potassium carbonate), C(C1=CC=CC=C1)Br (benzyl bromide). The solvent is CN(C)C=O (DMF). Run at temperature 21 celsius, time 8 hour. The product is C(C1=CC=CC=C1)N1C(C=2C=CC=NC2C(=C1)C1=CC(=CC=C1)Cl)=O (6-benzyl-8-(3-chlorophenyl)-1,6-naphthyridin-5-one). The yield is 55820.2%. Reaction SMILES: [Cl:1][C:2]1[CH:3]=[C:4]([C:8]2[C:17]3[N:16]=[CH:15][CH:14]=[CH:13][C:12]=3[C:11](=[O:18])[NH:10][CH:9]=2)[CH:5]=[CH:6][CH:7]=1.C(=O)([O-])[O-].[K+].[K+].[CH2:25](Br)[C:26]1[CH:31]=[CH:30][CH:29]=[CH:28][CH:27]=1.O>CN(C=O)C>[CH2:25]([N:10]1[CH:9]=[C:8]([C:4]2[CH:5]=[CH:6][CH:7]=[C:2]([Cl:1])[CH:3]=2)[C:17]2[N:16]=[CH:15][CH:14]=[CH:13][C:12]=2[C:11]1=[O:18])[C:26]1[CH:31]=[CH:30][CH:29]=[CH:28][CH:27]=1 |f:1.2.3|. Reported procedure: To a suspension of 8-(3-chlorophenyl)-1,6-naphthyridin-5-one (200 mg, 0.78 mmoles) and potassium carbonate (130 mg, 0.93 mmoles) in 10 ml DMF was added dropwise benzyl bromide (0.14 ml, 1.2 mmoles) under an atmosphere of nitrogen and stirred overnight at 21° C. The reaction mixture was poured into 100 ml water and after stirring for one hour the white precipitate was collected and dried. Crystallization from methanol gave 151 grams (56% yield) of the desired 6-benzyl-8-(3-chlorophenyl)-1,6-napht... Starting materials: CC(C)=CCCC(C)=CCCC(C)=CCCC(=O)Cl, CN(C)CCN, [Na+], [OH-]. The product is CC(C)=CCCC(C)=CCCC(C)=CCCC(=O)NCCN(C)C. RXN SMILES: [CH2:7]([CH:8]=[C:9]([CH3:10])[CH2:11][CH2:12][CH:13]=[C:14]([CH3:15])[CH2:16][CH2:17][CH:18]=[C:19]([CH3:20])[CH3:21])[CH2:22][C:23](=[O:24])[Cl:25].[CH3:1][N:2]([CH2:3][CH2:4][NH2:5])[CH3:6].[Na+:27].[OH-:26]>>[CH3:1][N:2]([CH2:3][CH2:4][NH:5][C:23]([CH2:22][CH2:7][CH:8]=[C:9]([CH3:10])[CH2:11][CH2:12][CH:13]=[C:14]([CH3:15])[CH2:16][CH2:17][CH:18]=[C:19]([CH3:20])[CH3:21])=[O:24])[CH3:6]. Product: N1(C=NC=C1)CCC1(NC(N(C1=O)CC1C(C2C(C(C1)C2)(C)C)C)=CC(=O)C2=CC=C(C#N)C=C2)CC2=CC=NC=C2 (4-{[4-(2-Imidazol-1-yl-ethyl)-5-oxo-4-pyridin-4-ylmethyl-1-((+)-(2,6,6-trimethyl-bicyclo[3.1.1]hept-3-ylmethyl))-imidazolidin-2-ylidene]-acetyl}-benzonitrile). Yield: 66.5%. Reaction SMILES: [C:1]([C:3]1[CH:8]=[CH:7][C:6]([C:9](=[O:42])[CH:10]=[C:11]2[NH:15][C:14]([CH2:23][CH2:24]OS(C)(=O)=O)([CH2:16][C:17]3[CH:22]=[CH:21][N:20]=[CH:19][CH:18]=3)[C:13](=[O:30])[N:12]2[CH2:31][CH:32]2[CH2:37][CH:36]3[CH2:38][CH:34]([C:35]3([CH3:40])[CH3:39])[CH:33]2[CH3:41])=[CH:5][CH:4]=1)#[N:2].[NH:43]1[CH:47]=[CH:46][N:45]=[CH:44]1.C([O-])([O-])=O.[K+].[K+]>CN(C)C=O>[N:43]1([CH2:24][CH2:23][C:14]2([CH2:16][C:17]3[CH:18]=[CH:19][N:20]=[CH:21][CH:22]=3)[C:13](=[O:30])[N:12]([CH2:31][CH:32]3[CH2:37][CH:36]4[CH2:38][CH:34]([C:35]4([CH3:39])[CH3:40])[CH:33]3[CH3:41])[C:11](=[CH:10][C:9]([C:6]3[CH:7]=[CH:8][C:3]([C:1]#[N:2])=[CH:4][CH:5]=3)=[O:42])[NH:15]2)[CH:47]=[CH:46][N:45]=[CH:44]1 |f:2.3.4|. Reported procedure: Methanesulfonic acid 2-[2-[2-(4-cyano-phenyl)-2-oxo-ethylidene]-5-oxo-4-pyridin-4-ylmethyl-1-((+)-(2,6,6-trimethyl-bicyclo[3.1.1]hept-3-ylmethyl))-imidazolidin-4-yl]-ethyl ester (300 mg, 0.508 mMol) and imidazole (102 mg, 1.5 mMol) were dissolved in anhydrous dimethylformamide (2 mL) under an atmosphere of dry N2. To this mixture was added K2CO3 (207 mg, 1.5 mMol). The mixture was heated to 80° C. for 24 hours after which time it was cooled to ambient temperature and subsequently concentrated un... The reactants are C(#N)C1=CC=C(C=C1)C(C=C1N(C(C(N1)(CC1=CC=NC=C1)CCOS(=O)(=O)C)=O)CC1C(C2C(C(C1)C2)(C)C)C)=O (Methanesulfonic acid 2-[2-[2-(4-cyano-phenyl)-2-oxo-ethylidene]-5-oxo-4-pyridin-4-ylmethyl-1-((+)-(2,6,6-trimethyl-bicyclo[3.1.1]hept-3-ylmethyl))-imidazolidin-4-yl]-ethyl ester), N1C=NC=C1 (imidazole), C(=O)([O-])[O-].[K+].[K+] (K2CO3). Solvent: CN(C=O)C (dimethylformamide). Reaction conditions: temperature 80 celsius. Starting materials: O=C([O-])O, ClC(Cl)Cl, Cl, [Na+], O=S(Cl)Cl, OCc1ccc(CO)cc1. Product: OCc1ccc(CCl)cc1. Reaction SMILES: [C:15](=[O:16])([OH:17])[O-:18].[CH:21]([Cl:22])([Cl:23])[Cl:24].[ClH:20].[Na+:19].[S:11]([Cl:12])([Cl:13])=[O:14].[c:1]1([CH2:9][OH:10])[cH:2][cH:3][c:4]([CH2:7][OH:8])[cH:5][cH:6]1>>[c:1]1([CH2:9][OH:10])[cH:2][cH:3][c:4]([CH2:7][Cl:13])[cH:5][cH:6]1.